The task is: describe an organic reaction: reactants, conditions, products, and yield. This data is from the Open Reaction Database (ORD), a public repository of structured organic reaction records. The reactants are COc1ccc2c(c1)C(OC(C)=O)C(C)(C)CC2=O, CCOC(C)=O, CO, ClCCl, [K+], [K+], O=C([O-])[O-]. Product: COc1ccc2c(c1)C(O)C(C)(C)CC2=O. As a reaction SMILES: [CH3:1][O:2][c:3]1[cH:4][cH:5][c:6]2[c:11]([cH:12]1)[CH:10]([O:13][C:14](=[O:15])[CH3:16])[C:9]([CH3:17])([CH3:18])[CH2:8][C:7]2=[O:19].[CH3:26][CH2:27][O:28][C:29](=[O:30])[CH3:31].[CH3:35][OH:36].[Cl:32][CH2:33][Cl:34].[K+:20].[K+:21].[O-:22][C:23]([O-:24])=[O:25]>>[CH3:1][O:2][c:3]1[cH:4][cH:5][c:6]2[c:11]([cH:12]1)[CH:10]([OH:13])[C:9]([CH3:17])([CH3:18])[CH2:8][C:7]2=[O:19].